Dataset: the Open Reaction Database (ORD), a public repository of structured organic reaction records. Task: describe an organic reaction: reactants, conditions, products, and yield Product: [N+](=O)([O-])C1=CC=C(C=C1)C1=CC(=C(C=C1)CO)CO ((4′-Nitrobiphenyl-3,4-diyl)dimethanol). Conditions: temperature 80 celsius. RXN SMILES: Br[C:2]1[CH:7]=[CH:6][C:5]([CH2:8][OH:9])=[C:4]([CH2:10][OH:11])[CH:3]=1.CC1(C)C(C)(C)OB([C:20]2[CH:25]=[CH:24][C:23]([N+:26]([O-:28])=[O:27])=[CH:22][CH:21]=2)O1.ClCCl.C(=O)([O-])[O-].[Na+].[Na+]>CN(C=O)C>[N+:26]([C:23]1[CH:24]=[CH:25][C:20]([C:2]2[CH:7]=[CH:6][C:5]([CH2:8][OH:9])=[C:4]([CH2:10][OH:11])[CH:3]=2)=[CH:21][CH:22]=1)([O-:28])=[O:27] |f:3.4.5|. The solvent is CN(C)C=O (DMF). Reported procedure: The compound of example 669 (7 g, 32.25 mmol), 4,4,5,5-tetramethyl-2-(4-nitrophenyl)-1,3,2-dioxaborolane (9.63 g, 38.70 mmol) and [1,1-Bis(diphenylphosphino)-ferrocine]dichloropalladium(II), complex with dichloromethane (789 mg, 0.967 mmol) were taken in dry DMF under Argon atmosphere. Degassed 2M solution of sodium carbonate (8.54 g, 80.62 mmol) was added and the reaction mixture was heated to 80° C. for 3 h. The reaction mixture was cooled and the solvent was removed by distillation. The resid... Starting materials: BrC1=CC(=C(C=C1)CO)CO ((4-Bromo-1,2-phenylene)dimethanol), ClCCl (dichloromethane), CC1(OB(OC1(C)C)C1=CC=C(C=C1)[N+](=O)[O-])C (4,4,5,5-tetramethyl-2-(4-nitrophenyl)-1,3,2-dioxaborolane), [1,1-Bis(diphenylphosphino)-ferrocine]dichloropalladium(II), solution, C([O-])([O-])=O.[Na+].[Na+] (sodium carbonate).